Dataset: the Open Reaction Database (ORD), a public repository of structured organic reaction records. Task: describe an organic reaction: reactants, conditions, products, and yield Starting materials: C(C)(C)(C)OC(=O)N[C@H]1[C@H](CCCC1)NC1=NC(=NC2=CC=C(C=C12)C)C(=O)[O-] ({(1S,2R)-2-[(tert-butoxycarbonyl)amino]cyclohexyl}amino-6-methylquinazolin-2-carboxylate), COCCN (2-methoxyethylamine), C(C)(C)OC(C)C (diisopropyl ether). Run in CO (methanol). Reaction conditions: temperature 50 celsius, time 15 hour. The product is C(C)(C)(C)OC(N[C@H]1[C@H](CCCC1)NC1=NC(=NC2=CC=C(C=C12)C)C(=O)NCCOC)=O (tert-butyl{(1R,2S)-2-[(2-{[(2-methoxyethyl)amino]carbonyl}-6-methylquinazolin-4-yl)amino]cyclohexyl}carbamate). As a reaction SMILES: [C:1]([O:5][C:6]([NH:8][C@@H:9]1[CH2:14][CH2:13][CH2:12][CH2:11][C@@H:10]1[NH:15][C:16]1[C:25]2[C:20](=[CH:21][CH:22]=[C:23]([CH3:26])[CH:24]=2)[N:19]=[C:18]([C:27]([O-:29])=O)[N:17]=1)=[O:7])([CH3:4])([CH3:3])[CH3:2].[CH3:30][O:31][CH2:32][CH2:33][NH2:34].C(OC(C)C)(C)C>CO>[C:1]([O:5][C:6](=[O:7])[NH:8][C@@H:9]1[CH2:14][CH2:13][CH2:12][CH2:11][C@@H:10]1[NH:15][C:16]1[C:25]2[C:20](=[CH:21][CH:22]=[C:23]([CH3:26])[CH:24]=2)[N:19]=[C:18]([C:27]([NH:34][CH2:33][CH2:32][O:31][CH3:30])=[O:29])[N:17]=1)([CH3:4])([CH3:3])[CH3:2]. Reported procedure: To a suspension of 15.0 g of ethyl 4-({(1S,2R)-2-[(tert-butoxycarbonyl)amino]cyclohexyl}amino-6-methylquinazolin-2-carboxylate in 15 ml of methanol, 7.89 g of 2-methoxyethylamine was added, and the mixture was stirred at 50° C. for 15 hours. After the reaction solution was cooled to room temperature, 45 ml of diisopropyl ether was added thereto, and the mixture was stirred at 0° C. for 30 minutes. The deposited crystal was collected by filtration, washed with diisopropyl ether and dried under re... Reactants: [O-]O.C(C)C1=CC=CC=C1 (ethyl benzene hydroperoxide), C=CC (propylene). Reagents/catalysts: titania-on-silica. Yields the product epoxide, C=CCCCCCC (1-octene), [O-]O.C(C)C1=CC=CC=C1 (ethylbenzene hydroperoxide). As a reaction SMILES: [CH2:1]=[CH:2][CH3:3].[O-:4][OH:5].[CH2:6]([C:8]1[CH:13]=[CH:12][CH:11]=[CH:10][CH:9]=1)[CH3:7]>>[CH2:7]=[CH:6][CH2:8][CH2:9][CH2:10][CH2:11][CH2:12][CH3:13].[O-:4][OH:5].[CH2:2]([C:3]1[CH:10]=[CH:9][CH:8]=[CH:6][CH:7]=1)[CH3:1] |f:1.2,4.5|. Procedure details: A non-silylated titania-on-silica catalyst was prepared in accordance with the procedures described in U.S. Pat. No. 3,923,843 and used to catalyze the epoxidation of propylene with ethyl benzene hydroperoxide in a fixed bed reactor for 526 hours. After removal from the reactor, the used catalyst gave only 23% conversion and 90% selectivity to epoxide in a batch epoxidation of 1-octene with ethylbenzene hydroperoxide (1 hour, 90° C.). Drying in a 120° C. vacuum oven had little effect on the acti... Starting materials: [K+], N#CSc1ccc2nc(NC(=O)NCCN3CCOCC3)sc2c1, O=P([O-])(O)O, OC(CS)C(O)CS. The product is O=C(NCCN1CCOCC1)Nc1nc2ccc(S)cc2s1. As a reaction SMILES: [K+:25].[O:1]1[CH2:2][CH2:3][N:4]([CH2:7][CH2:8][NH:9][C:10](=[O:11])[NH:12][c:13]2[s:14][c:15]3[c:16]([n:17]2)[cH:18][cH:19][c:20]([S:22][C:23]#[N:24])[cH:21]3)[CH2:5][CH2:6]1.[OH:26][P:27](=[O:28])([O-:29])[OH:30].[SH:31][CH2:32][CH:33]([CH:34]([CH2:35][SH:36])[OH:37])[OH:38]>>[O:1]1[CH2:2][CH2:3][N:4]([CH2:7][CH2:8][NH:9][C:10](=[O:11])[NH:12][c:13]2[s:14][c:15]3[c:16]([n:17]2)[cH:18][cH:19][c:20]([SH:22])[cH:21]3)[CH2:5][CH2:6]1. Starting materials: FC1=C(C=CC=C1F)CS(=O)(=O)C1=NC=2NC(C=NC2C(=N1)N[C@@H](CO)C)=O (2-[[(2,3-Difluorophenyl)methyl]sulfonyl]-4-[[(1R)-2-hydroxy-1-methylethyl]amino]-7(8H)-pteridinone), O1N=CC=C1CS (5-isoxazolylmethylmercaptan). Product: OC[C@@H](C)NC1=NC(=NC=2NC(C=NC12)=O)SCC1=CC=NO1 (4-[[(1R)-2-Hydroxy-1-methylethyl]amino]-2-[(5-isoxazolylmethyl)thio]-7(8H)-pteridinone). Isolated yield 46.8%. Reaction SMILES: F[C:2]1[C:7](F)=CC=C[C:3]=1[CH2:9][S:10]([C:13]1[N:22]=[C:21]([NH:23][C@H:24]([CH3:27])[CH2:25][OH:26])[C:20]2[N:19]=[CH:18][C:17](=[O:28])[NH:16][C:15]=2[N:14]=1)(=O)=O.[O:29]1C(CS)=CC=[N:30]1>>[OH:26][CH2:25][C@H:24]([NH:23][C:21]1[C:20]2[N:19]=[CH:18][C:17](=[O:28])[NH:16][C:15]=2[N:14]=[C:13]([S:10][CH2:9][C:3]2[O:29][N:30]=[CH:7][CH:2]=2)[N:22]=1)[CH3:27]. Procedure details: The titled compound (0.038 g) was prepared by the method of Example 13, step (c) using the product from Example 13, step (a) (0.10 g) and 5-isoxazolylmethylmercaptan (0.057 g). Reactants: CCC(=O)Cl, O=C(Cl)CCc1ccc(-c2ccccc2Cl)cc1. The product is CC(=O)CCc1ccc(-c2ccccc2Cl)cc1. RXN SMILES: [C:19]([Cl:20])(=[O:21])[CH2:22][CH3:23].[Cl:1][c:2]1[c:3](-[c:8]2[cH:9][cH:10][c:11]([CH2:14][CH2:15][C:16](=[O:17])[Cl:18])[cH:12][cH:13]2)[cH:4][cH:5][cH:6][cH:7]1>>[Cl:1][c:2]1[c:3](-[c:8]2[cH:9][cH:10][c:11]([CH2:14][CH2:15][C:16](=[O:17])[CH3:19])[cH:12][cH:13]2)[cH:4][cH:5][cH:6][cH:7]1.